Task: describe an organic reaction: reactants, conditions, products, and yield. Dataset: the Open Reaction Database (ORD), a public repository of structured organic reaction records Reactants: CCOC(=O)CC1CC(CC)C(CO)C1, CC#N, CCOC(C)=O, [O-][I+3]([O-])([O-])[O-], [Na+], O, O, Cl[Ru](Cl)Cl. Yields the product CCOC(=O)CC1CC(CC)C(C(=O)O)C1. As a reaction SMILES: [CH2:1]([CH3:2])[CH:3]1[CH2:4][CH:5]([CH2:10][C:11](=[O:12])[O:13][CH2:14][CH3:15])[CH2:6][CH:7]1[CH2:8][OH:9].[CH3:22][C:23]#[N:24].[CH3:26][CH2:27][O:28][C:29]([CH3:30])=[O:31].[I+3:16]([O-:17])([O-:18])([O-:19])[O-:20].[Na+:21].[OH2:25].[OH2:32].[Ru:33]([Cl:34])([Cl:35])[Cl:36]>>[CH2:1]([CH3:2])[CH:3]1[CH2:4][CH:5]([CH2:10][C:11](=[O:12])[O:13][CH2:14][CH3:15])[CH2:6][CH:7]1[C:8](=[O:9])[OH:17]. The reactants are COC1=CC=C2CCC(CC2=C1)N(C1CCN(CC1)C(=O)N1CCOCC1)CCC ({4-[(7-methoxy-1,2,3,4-tetrahydro-naphthalen-2-yl)-propyl-amino]-piperidin-1-yl}-morpholin-4-yl-methanone), B(Cl)(Cl)Cl (boron trichloride). The reagents and catalysts are [I-].C(CCC)[N+](CCCC)(CCCC)CCCC (tetrabutylammonium iodide). Run in ClCCl (dichloromethane). Reaction conditions: time 2.5 hour. Yields the product OC1=CC=C2CCC(CC2=C1)N(C1CCN(CC1)C(=O)N1CCOCC1)CCC ({4-[(7-hydroxy-1,2,3,4-tetrahydro-naphthalen-2-yl)-propyl-amino]-piperidin-1-yl}-morpholin-4-yl-methanone). Yield: 44.3%. RXN SMILES: C[O:2][C:3]1[CH:12]=[C:11]2[C:6]([CH2:7][CH2:8][CH:9]([N:13]([CH2:28][CH2:29][CH3:30])[CH:14]3[CH2:19][CH2:18][N:17]([C:20]([N:22]4[CH2:27][CH2:26][O:25][CH2:24][CH2:23]4)=[O:21])[CH2:16][CH2:15]3)[CH2:10]2)=[CH:5][CH:4]=1.B(Cl)(Cl)Cl>[I-].C([N+](CCCC)(CCCC)CCCC)CCC.ClCCl>[OH:2][C:3]1[CH:12]=[C:11]2[C:6]([CH2:7][CH2:8][CH:9]([N:13]([CH2:28][CH2:29][CH3:30])[CH:14]3[CH2:15][CH2:16][N:17]([C:20]([N:22]4[CH2:27][CH2:26][O:25][CH2:24][CH2:23]4)=[O:21])[CH2:18][CH2:19]3)[CH2:10]2)=[CH:5][CH:4]=1 |f:2.3|. Reported procedure: To a −78° C. solution of {4-[(7-methoxy-1,2,3,4-tetrahydro-naphthalen-2-yl)-propyl-amino]-piperidin-1-yl}-morpholin-4-yl-methanone (300 mg, 0.72 mmol) and tetrabutylammonium iodide (292 mg, 0.79mmol) in dichloromethane (20 mL) under an inert atmosphere was added boron trichloride (1M, 2.5 mL, 2.5 mmol) dropwise. The reaction was warmed to room temperature and stirred for 2.5 h. The reaction was quenched by slow addition of water and the organic layer separated and dried (MgSO4). This was concent... Reactants: [N+](=O)([O-])C1=CC(=C(C=C1)N1C(C=2C(C1=O)=CC=CC2)=O)O (N-(4-nitro-2-hydroxyphenyl)-phthalimide), C1(C=2C(C(N1)=O)=CC=CC2)=O (phthalimide). The reagents and catalysts are [Ni] (Raney-Nickel). Solvent: CN(C=O)C (dimethyl formamide). Yields the product NC1=CC(=C(C=C1)N1C(C=2C(C1=O)=CC=CC2)=O)O (N-(4-amino-2-hydroxyphenyl)-phthalimide). As a reaction SMILES: [N+:1]([C:4]1[CH:9]=[CH:8][C:7]([N:10]2[C:14](=[O:15])[C:13]3=[CH:16][CH:17]=[CH:18][CH:19]=[C:12]3[C:11]2=[O:20])=[C:6]([OH:21])[CH:5]=1)([O-])=O.C1(=O)NC(=O)C2=CC=CC=C12>CN(C)C=O.[Ni]>[NH2:1][C:4]1[CH:9]=[CH:8][C:7]([N:10]2[C:11](=[O:20])[C:12]3=[CH:19][CH:18]=[CH:17][CH:16]=[C:13]3[C:14]2=[O:15])=[C:6]([OH:21])[CH:5]=1. Procedure details: 40 g of Raney-Nickel (washed neutral) were added to 284 g (1 mol) of N-(4-nitro-2-hydroxyphenyl)-phthalimide in 1.75 liters of dimethyl formamide (DMF) and the phthalimide was hydrogenated under a pressure of 15-20 bar at 60° C. The filtrate was precipitated in 3.5 liters of water, suction filtered, washed and dried. Yield: 230 g=90% of theoretical yield. Starting materials: C(=O)(OC(C)(C)C)N1CC(C1)I (N-Boc-3-iodoazetidine), BrC=1C=C(C(=C(C(=O)OC)C1)C)N(C1CCOCC1)C (methyl 5-bromo-2-methyl-3-[methyl(oxan-4-yl)amino]benzoate), [Si](C)(C)(C)Cl (TMS-Cl), BrCCBr (1,2-dibromoethane), [NH4+].[Cl-] (NH4Cl), C(Cl)Cl (DCM). The reagents and catalysts are [Zn] (zinc), [Cu]I (copper (I) iodide). The solvent is CC(=O)N(C)C (DMA), CC(=O)N(C)C (DMA), CC(=O)N(C)C (DMA), O (water). Conditions: temperature 65 celsius. The product is C(C)(C)(C)OC(=O)N1CC(C1)C=1C=C(C(=C(C(=O)O)C1)C)N(C1CCOCC1)C (5-{1-[(tert-butoxy)carbonyl]azetidin-3-yl}-2-methyl-3-[methyl(oxan-4-yl)amino]benzoic acid). The yield is 40.6%. RXN SMILES: [Si](Cl)(C)(C)C.BrCCBr.[C:10]([N:17]1[CH2:20][CH:19](I)[CH2:18]1)([O:12][C:13]([CH3:16])([CH3:15])[CH3:14])=[O:11].Br[C:23]1[CH:24]=[C:25]([N:34]([CH3:41])[CH:35]2[CH2:40][CH2:39][O:38][CH2:37][CH2:36]2)[C:26]([CH3:33])=[C:27]([CH:32]=1)[C:28]([O:30]C)=[O:29].C(Cl)Cl.[NH4+].[Cl-]>CC(N(C)C)=O.[Zn].[Cu]I.O>[C:13]([O:12][C:10]([N:17]1[CH2:20][CH:19]([C:23]2[CH:24]=[C:25]([N:34]([CH3:41])[CH:35]3[CH2:36][CH2:37][O:38][CH2:39][CH2:40]3)[C:26]([CH3:33])=[C:27]([CH:32]=2)[C:28]([OH:30])=[O:29])[CH2:18]1)=[O:11])([CH3:16])([CH3:15])[CH3:14] |f:5.6|. Procedure details: To a dry flask was added zinc dust (436 mg, 6.67 mmol) and the flask was heated using a heat gun for a few minutes. Then anhydrous DMA (20 ml) was added under nitrogen whilst stirring vigorously and heating to 65° C. TMS-Cl (102 μl, 0.8 mmol) and 1,2-dibromoethane (70 μl, 0.8 mmol) were added and the reaction was stirred at 65° C. for 30 min followed by the dropwise addition of N-Boc-3-iodoazetidine (1.46 g, 5.16 mmol) as a solution in anhydrous DMA (15 ml). The reaction was then cooled to room ...